The task is: describe an organic reaction: reactants, conditions, products, and yield. This data is from the Open Reaction Database (ORD), a public repository of structured organic reaction records. Starting materials: COC(=O)C1=CC=C(S1)C(=O)NN (5-methoxycarbonyl-2-thiophenecarboxylic acid hydrazide), Cl.C(C)(OCC)=N (ethyl acetimidate hydrochloride). Run in N1=CC=CC=C1 (pyridine). Yields the product CC1=NN=C(O1)C1=CC=C(S1)C(=O)OC (Methyl 5-(5-Methyl-1,3,4-oxadiazol-2-yl)-2-thiophenecarboxylate). Reaction SMILES: [CH3:1][O:2][C:3]([C:5]1[S:9][C:8]([C:10]([NH:12][NH2:13])=[O:11])=[CH:7][CH:6]=1)=[O:4].Cl.[C:15](=N)(OCC)[CH3:16]>N1C=CC=CC=1>[CH3:15][C:16]1[O:11][C:10]([C:8]2[S:9][C:5]([C:3]([O:2][CH3:1])=[O:4])=[CH:6][CH:7]=2)=[N:12][N:13]=1 |f:1.2|. Procedure: A stirred suspension of 5-methoxycarbonyl-2-thiophenecarboxylic acid hydrazide (548 mg, 2.74 mmoles) and ethyl acetimidate hydrochloride (372 mg, 3.01 mmoles) in 10 ml of pyridine was refluxed for four hours, cooled to room temperature and evaporated in vacuo. The residual oily solid was dissolved in ethyl acetate and washed with water, 1N hydrochloric acid and 5% sodium bicarbonate. The ethyl acetate was dried (magnesium sulfate) and evaporated in vacuo to a pale tan solid (242 mg, 39%), m.p. 1... The reactants are O=C1NOC(=C1)[C@@H]1C[C@@H](N(CC1)C(=O)OC)CC1=CC(=C(C(=C1)F)F)F (Cis-methyl 4-(3-oxo-2,3-dihydroisoxazol-5-yl)-2-(3,4,5-trifluorobenzyl)piperidine-1-carboxylate), CCCCCCC.CCO (Heptane EtOH). The solvent is C(C)#N (acetonitrile), C(C)#N (acetonitrile). Yields the product O=C1NOC(=C1)[C@@H]1C[C@@H](N(CC1)C(=O)OC)CC1=CC(=C(C(=C1)F)F)F ((2R,4S)-methyl 4-(3-oxo-2,3-dihydroisoxazol-5-yl)-2-(3,4,5-trifluorobenzyl)piperidine-1-carboxylate), O=C1NOC(=C1)[C@H]1C[C@H](N(CC1)C(=O)OC)CC1=CC(=C(C(=C1)F)F)F ((2S,4R)-methyl 4-(3-oxo-2,3-dihydroisoxazol-5-yl)-2-(3,4,5-trifluorobenzyl)piperidine-1-carboxylate). The yield is 44.0%. RXN SMILES: [O:1]=[C:2]1[CH:6]=[C:5]([C@H:7]2[CH2:12][CH2:11][N:10]([C:13]([O:15][CH3:16])=[O:14])[C@@H:9]([CH2:17][C:18]3[CH:23]=[C:22]([F:24])[C:21]([F:25])=[C:20]([F:26])[CH:19]=3)[CH2:8]2)[O:4][NH:3]1.CCCCCCC.CCO>C(#N)C>[O:1]=[C:2]1[CH:6]=[C:5]([C@H:7]2[CH2:12][CH2:11][N:10]([C:13]([O:15][CH3:16])=[O:14])[C@@H:9]([CH2:17][C:18]3[CH:19]=[C:20]([F:26])[C:21]([F:25])=[C:22]([F:24])[CH:23]=3)[CH2:8]2)[O:4][NH:3]1.[O:1]=[C:2]1[CH:6]=[C:5]([C@@H:7]2[CH2:12][CH2:11][N:10]([C:13]([O:15][CH3:16])=[O:14])[C@H:9]([CH2:17][C:18]3[CH:19]=[C:20]([F:26])[C:21]([F:25])=[C:22]([F:24])[CH:23]=3)[CH2:8]2)[O:4][NH:3]1 |f:1.2|. Reported procedure: Cis-methyl 4-(3-oxo-2,3-dihydroisoxazol-5-yl)-2-(3,4,5-trifluorobenzyl)piperidine-1-carboxylate (1.354 g, 3.68 mmol) was subjected to chiral preparative HPLC (Column: Chiralpak AD (250×20 mm), 5 μm particle size, mobile phase: Heptane/EtOH/FA 80/20/0.1, flow rate 18 mL/min) to yield (2R,4S)-methyl 4-(3-oxo-2,3-dihydroisoxazol-5-yl)-2-(3,4,5-trifluorobenzyl)piperidine-1-carboxylate (584 mg, 43%), Chiral purity 99.3% ee, Optical rotation [α]D20=+13.0 (acetonitrile, c=1.0) and (2S,4R)-methyl 4-(3-o...